Task: describe an organic reaction: reactants, conditions, products, and yield. Dataset: the Open Reaction Database (ORD), a public repository of structured organic reaction records Reactants: FC(C1=CC=C(C=N1)NC1=CC=C(N=N1)C1=CC=C(C=C1)C1CCC(CC1)CC#N)(F)F ((4-{4-[6-(6-Trifluoromethyl-pyridin-3-ylamino)-pyridazin-3-yl]-phenyl}-cyclohexyl)-acetonitrile), CS(=O)C (DMSO), Cl.NO (hydroxylamine hydrochloride), Cl.NO (hydroxylamine hydrochloride). Solvent: C(C)N(CC)CC (triethylamine), C(C)N(CC)CC (triethylamine). Reaction conditions: temperature 120 celsius, time 8 hour. Yields the product ONC(CC1CCC(CC1)C1=CC=C(C=C1)C=1N=NC(=CC1)NC=1C=NC(=CC1)C(F)(F)F)=N (N-Hydroxy-2-(4-{4-[6-(6-trifluoromethyl-pyridin-3-ylamino)-pyridazin-3-yl]-phenyl}-cyclohexyl)-acetamidine). Reaction SMILES: [F:1][C:2]([F:32])([F:31])[C:3]1[N:8]=[CH:7][C:6]([NH:9][C:10]2[N:15]=[N:14][C:13]([C:16]3[CH:21]=[CH:20][C:19]([CH:22]4[CH2:27][CH2:26][CH:25]([CH2:28][C:29]#[N:30])[CH2:24][CH2:23]4)=[CH:18][CH:17]=3)=[CH:12][CH:11]=2)=[CH:5][CH:4]=1.CS(C)=O.Cl.[NH2:38][OH:39]>C(N(CC)CC)C>[OH:39][NH:38][C:29](=[NH:30])[CH2:28][CH:25]1[CH2:26][CH2:27][CH:22]([C:19]2[CH:18]=[CH:17][C:16]([C:13]3[N:14]=[N:15][C:10]([NH:9][C:6]4[CH:7]=[N:8][C:3]([C:2]([F:32])([F:31])[F:1])=[CH:4][CH:5]=4)=[CH:11][CH:12]=3)=[CH:21][CH:20]=2)[CH2:23][CH2:24]1 |f:2.3|. Procedure details: To a solution of (4-{4-[6-(6-Trifluoromethyl-pyridin-3-ylamino)-pyridazin-3-yl]-phenyl}-cyclohexyl)-acetonitrile (0.15 g, 0.34 mmol, 1.0 equiv) in 4 Ml DMSO was added hydroxylamine hydrochloride (0.12 g, 1.7 mmol, 5.0 equiv) and triethylamine (0.25 Ml, 1.8 mmol, 5.2 equiv). The yellow solution was heated to 120° C. using microwave heating for 10 min. Additional portions of hydroxylamine hydrochloride and triethylamine were added, and the reaction was allowed to stir overnight at 75° C. The react... Reactants: 100, ClC1=C(C=C(C=C1)C(F)(F)F)[N+](=O)[O-] (1-chloro-2-nitro-4-(trifluoromethyl)benzene), NCCCO (3-amino-1-propanol). The solvent is C(CCC)O (butanol). Reaction conditions: time 8 hour. Yields the product 141, [N+](=O)([O-])C1=C(C=CC(=C1)C(F)(F)F)NCCCO (3-{[2-nitro-4-(trifluoromethyl)phenyl]amino}-1-propanol). The yield is 100.0%. As a reaction SMILES: Cl[C:2]1[CH:7]=[CH:6][C:5]([C:8]([F:11])([F:10])[F:9])=[CH:4][C:3]=1[N+:12]([O-:14])=[O:13].[NH2:15][CH2:16][CH2:17][CH2:18][OH:19]>C(O)CCC>[N+:12]([C:3]1[CH:4]=[C:5]([C:8]([F:11])([F:10])[F:9])[CH:6]=[CH:7][C:2]=1[NH:15][CH2:16][CH2:17][CH2:18][OH:19])([O-:14])=[O:13]. Procedure: A mixture of 100 parts of 1-chloro-2-nitro-4-(trifluoromethyl)benzene, 90 parts of 3-amino-1-propanol and 200 parts of butanol is stirred and heated till reflux. Stirring at reflux is continued overnight. The reaction mixture is cooled and evaporated. Water is added to the residue and the whole is acidified with a hydrochloric acid solution. The product is extracted with methylbenzene. The extract is dried, filtered and evaporated. The solid residue is crystallized from petroleumether. The produ...